Dataset: the Open Reaction Database (ORD), a public repository of structured organic reaction records. Task: describe an organic reaction: reactants, conditions, products, and yield The reactants are CC1=CC=C(C=C1)SCCCCOC=1C=C2CCC(NC2=CC1)=O (6-[4-(4-methylphenyl-mercapto)-butoxy]-3,4-dihydro-carbostyril), OO (hydrogen peroxide). Yields the product CC1=CC=C(C=C1)S(=O)CCCCOC=1C=C2CCC(NC2=CC1)=O (6-[4-(4-Methylphenyl-sulfinyl)-butoxy]-3,4-dihydro-carbostyril). Reaction SMILES: [CH3:1][C:2]1[CH:7]=[CH:6][C:5]([S:8][CH2:9][CH2:10][CH2:11][CH2:12][O:13][C:14]2[CH:15]=[C:16]3[C:21](=[CH:22][CH:23]=2)[NH:20][C:19](=[O:24])[CH2:18][CH2:17]3)=[CH:4][CH:3]=1.[OH:25]O>>[CH3:1][C:2]1[CH:7]=[CH:6][C:5]([S:8]([CH2:9][CH2:10][CH2:11][CH2:12][O:13][C:14]2[CH:15]=[C:16]3[C:21](=[CH:22][CH:23]=2)[NH:20][C:19](=[O:24])[CH2:18][CH2:17]3)=[O:25])=[CH:4][CH:3]=1. Procedure details: Prepared analogous to Example 2 from 6-[4-(4-methylphenyl-mercapto)-butoxy]-3,4-dihydro-carbostyril and hydrogen peroxide. Starting materials: COc1ccc(P2(=S)SP(=S)(c3ccc(OC)cc3)S2)cc1, O=C(c1cc2c(cc1F)OC(c1ccc(F)cc1)(c1ccc(Cl)cc1Cl)O2)N1CCOCC1, c1ccccc1. The product is Fc1ccc(C2(c3ccc(Cl)cc3Cl)Oc3cc(F)c(C(=S)N4CCOCC4)cc3O2)cc1. As a reaction SMILES: [CH3:34][O:35][c:36]1[cH:37][cH:38][c:39]([P:40]2(=[S:43])[S:41][P:42]([c:44]3[cH:45][cH:46][c:47]([O:48][CH3:49])[cH:50][cH:51]3)(=[S:52])[S:53]2)[cH:54][cH:55]1.[Cl:1][c:2]1[c:3]([C:9]2([c:27]3[cH:28][cH:29][c:30]([F:33])[cH:31][cH:32]3)[O:10][c:11]3[c:12]([cH:14][c:15]([F:26])[c:16]([C:18](=[O:19])[N:20]4[CH2:21][CH2:22][O:23][CH2:24][CH2:25]4)[cH:17]3)[O:13]2)[cH:4][cH:5][c:6]([Cl:8])[cH:7]1.[cH:56]1[cH:57][cH:58][cH:59][cH:60][cH:61]1>>[Cl:1][c:2]1[c:3]([C:9]2([c:27]3[cH:28][cH:29][c:30]([F:33])[cH:31][cH:32]3)[O:10][c:11]3[c:12]([cH:14][c:15]([F:26])[c:16]([C:18]([N:20]4[CH2:21][CH2:22][O:23][CH2:24][CH2:25]4)=[S:43])[cH:17]3)[O:13]2)[cH:4][cH:5][c:6]([Cl:8])[cH:7]1. The reactants are CO (methanol), CN1C(C(N=C(C2=C1C=CC=C2)C2=CC=CC=C2)=NO)=O (1,3-dihydro-1-methyl-3-oximino-5-phenyl-1,4-benzodiazepin-2-one). Reported procedure: A solution of 150 ml of methanol containing 5 g (17.9 mmole) of 1,3-dihydro-1-methyl-3-oximino-5-phenyl-1,4-benzodiazepin-2-one was treated with a slurry of active Raney-nickel catalyst1 (10 g wet weight). The resulting suspension was hydrogenated on a Parr apparatus at 60 psi and 23° C. for 30 hours. The catalyst was removed by filtration and the filtrate was concentrated to afford the title compound in 95% yield. The reagents and catalysts are [Ni] (Raney-nickel). Reaction conditions: time 30 hour. Isolated yield 95.0%. Product: NC1C(N(C2=C(C(=N1)C1=CC=CC=C1)C=CC=C2)C)=O (3(R,S)-Amino-1,3-dihydro-1-methyl-5-phenyl-2H-1,4-benzodiazepin-2-one). Reaction SMILES: CO.[CH3:3][N:4]1[C:10]2[CH:11]=[CH:12][CH:13]=[CH:14][C:9]=2[C:8]([C:15]2[CH:20]=[CH:19][CH:18]=[CH:17][CH:16]=2)=[N:7][C:6](=[N:21]O)[C:5]1=[O:23]>[Ni]>[NH2:21][CH:6]1[N:7]=[C:8]([C:15]2[CH:20]=[CH:19][CH:18]=[CH:17][CH:16]=2)[C:9]2[CH:14]=[CH:13][CH:12]=[CH:11][C:10]=2[N:4]([CH3:3])[C:5]1=[O:23]. Reactants: COCCOC, CC(C)(C)[O-], Cc1oc(-c2ccccc2)nc1COc1cccc(CSc2cccc(C=O)c2)c1, CO, [K+], [C-]#[N+]CS(=O)(=O)c1ccccc1C. The product is Cc1oc(-c2ccccc2)nc1COc1cccc(CSc2cccc(CC#N)c2)c1. As a reaction SMILES: [CH2:52]([CH2:53][O:54][CH3:55])[O:56][CH3:57].[CH3:1][C:2]([CH3:3])([O-:4])[CH3:5].[CH3:20][c:21]1[c:22]([CH2:32][O:33][c:34]2[cH:35][c:36]([CH2:37][S:38][c:39]3[cH:40][c:41]([CH:42]=[O:43])[cH:44][cH:45][cH:46]3)[cH:47][cH:48][cH:49]2)[n:23][c:24](-[c:26]2[cH:27][cH:28][cH:29][cH:30][cH:31]2)[o:25]1.[CH3:50][OH:51].[K+:6].[c:7]1([CH3:8])[c:9]([S:10](=[O:12])(=[O:13])[CH2:16][N+:17]#[C-:11])[cH:14][cH:15][cH:18][cH:19]1>>[C:16](#[N:17])[CH2:42][c:41]1[cH:40][c:39]([S:38][CH2:37][c:36]2[cH:35][c:34]([O:33][CH2:32][c:22]3[c:21]([CH3:20])[o:25][c:24](-[c:26]4[cH:27][cH:28][cH:29][cH:30][cH:31]4)[n:23]3)[cH:49][cH:48][cH:47]2)[cH:46][cH:45][cH:44]1. Reactants: CCCC1(CO)CCC1, C[N+]1([O-])CCOCC1, CCC[N+](CCC)(CCC)CCC, ClCCl, O=[Ru](=O)(=O)[O-]. The product is CCCC1(C=O)CCC1. RXN SMILES: [CH2:9]([CH2:10][CH3:11])[C:12]1([CH2:16][OH:17])[CH2:13][CH2:14][CH2:15]1.[CH3:1][N+:2]1([O-:3])[CH2:4][CH2:5][O:6][CH2:7][CH2:8]1.[CH3:26][CH2:27][CH2:28][N+:29]([CH2:30][CH2:31][CH3:32])([CH2:33][CH2:34][CH3:35])[CH2:36][CH2:37][CH3:38].[Cl:18][CH2:19][Cl:20].[O-:21][Ru:22](=[O:23])(=[O:24])=[O:25]>>[CH2:9]([CH2:10][CH3:11])[C:12]1([CH:16]=[O:17])[CH2:13][CH2:14][CH2:15]1. The reactants are N1=C2C(=CC=C1)C(OC2)=O (furo[3,4-b]pyridin-5(7H)-one), Cl (HCl), BrC1=CC=C(C=C1)O (4-bromophenol), solution, C[O-].[Na+] (sodium methoxide). The solvent is O (water), CO (methanol), CO (methanol). Reaction conditions: temperature 165 celsius. Product: BrC1=CC=C(OCC2=C(C(=O)O)C=CC=N2)C=C1 (2-[(4-bromophenoxy)methyl]nicotinic Acid). Reaction SMILES: [Br:1][C:2]1[CH:7]=[CH:6][C:5]([OH:8])=[CH:4][CH:3]=1.C[O-].[Na+].[N:12]1[CH:17]=[CH:16][CH:15]=[C:14]2[C:18](=[O:21])[O:19][CH2:20][C:13]=12.Cl>CO.O>[Br:1][C:2]1[CH:7]=[CH:6][C:5]([O:8][CH2:20][C:13]2[N:12]=[CH:17][CH:16]=[CH:15][C:14]=2[C:18]([OH:21])=[O:19])=[CH:4][CH:3]=1 |f:1.2|. Procedure: 32 g (185 mmol) of 4-bromophenol are treated in methanol with 33.32 g (185 mmol) of 30% solution of sodium methoxide in methanol. The solvent is eliminated and the residue mixed with 5.0 g (37.00 mmol) of furo[3,4-b]pyridin-5(7H)-one (prepared according to Synthesis, 1997, 113-116). The system is stirred at 165° C. for 30′ (at first the mixture melts, afterwards solidifies). Once at room temperature, the solid is dissolved in excess water, adjusted at pH 7-8 with 2N HCl and extracted two times w...